Dataset: the Open Reaction Database (ORD), a public repository of structured organic reaction records. Task: describe an organic reaction: reactants, conditions, products, and yield The reactants are C(CCC)C=1C=C2C=CC=NC2=C(C1)Br (6-(n-butyl)-8-bromoquinoline), ClC=1C=C(C=CC1)B(O)O (3-chlorobenzene boronic acid). Product: C(CCC)C=1C=C2C=CC=NC2=C(C1)C1=CC(=CC=C1)Cl (6-(n-butyl)-8-(3-chlorophenyl)quinoline). As a reaction SMILES: [CH2:1]([C:5]1[CH:6]=[C:7]2[C:12](=[C:13](Br)[CH:14]=1)[N:11]=[CH:10][CH:9]=[CH:8]2)[CH2:2][CH2:3][CH3:4].[Cl:16][C:17]1[CH:18]=[C:19](B(O)O)[CH:20]=[CH:21][CH:22]=1>>[CH2:1]([C:5]1[CH:6]=[C:7]2[C:12](=[C:13]([C:21]3[CH:20]=[CH:19][CH:18]=[C:17]([Cl:16])[CH:22]=3)[CH:14]=1)[N:11]=[CH:10][CH:9]=[CH:8]2)[CH2:2][CH2:3][CH3:4]. Procedure: 6-(n-butyl)-8-bromoquinoline and 3-chlorobenzene boronic acid can be combined to form 6-(n-butyl)-8-(3-chlorophenyl)quinoline, The reactants are O (Water), resultant mixture, resultant mixture, C[C@H](C(=O)OC)CO (Methyl (S)-(+)-2-methyl-3-hydroxypropionate), C(C1=CC=CC=C1)(C1=CC=CC=C1)(C1=CC=CC=C1)Cl (trityl chloride), N,N-dimethylaminopyridine, CO (Methanol), C(C1=CC=CC=C1)(C1=CC=CC=C1)(C1=CC=CC=C1)Cl (trityl chloride). Solvent: CN(C=O)C (dimethylformamide). The product is C(C1=CC=CC=C1)(C1=CC=CC=C1)(C1=CC=CC=C1)OC[C@@H](C(=O)OC)C (methyl (S)-3-trityloxy-2-methylpropionate). As a reaction SMILES: [CH3:1][C@@H:2]([CH2:7][OH:8])[C:3]([O:5][CH3:6])=[O:4].[C:9](Cl)([C:22]1[CH:27]=[CH:26][CH:25]=[CH:24][CH:23]=1)([C:16]1[CH:21]=[CH:20][CH:19]=[CH:18][CH:17]=1)[C:10]1[CH:15]=[CH:14][CH:13]=[CH:12][CH:11]=1.CO.O>CN(C)C=O>[C:9]([O:8][CH2:7][C@H:2]([CH3:1])[C:3]([O:5][CH3:6])=[O:4])([C:10]1[CH:15]=[CH:14][CH:13]=[CH:12][CH:11]=1)([C:22]1[CH:23]=[CH:24][CH:25]=[CH:26][CH:27]=1)[C:16]1[CH:17]=[CH:18][CH:19]=[CH:20][CH:21]=1. Procedure: Methyl (S)-(+)-2-methyl-3-hydroxypropionate (1.18 g; 10 mmole), trityl chloride (3.1 g; 11.13 mmole) and N,N-dimethylaminopyridine (1.34 g; 11 mmole) were dissolved in dry dimethylformamide (10 ml), and the resultant mixture was stirred at room temperature overnight. Methanol (5 ml) was added thereto to decompose the unreacted trityl chloride, and the resultant mixture was stirred for 3 hours. Water (20 ml) was added to the reaction mixture, which was extracted with toluene (20 ml) three times. ... Starting materials: ClC=1C=C(C=CC1Cl)N1CCNCC1 (1-(3,4-dichlorophenyl)piperazine), ClCCCCC#N (5-chloropentanenitrile), C([O-])([O-])=O.[Na+].[Na+] (sodium carbonate). The reagents and catalysts are [I-].[K+] (potassium iodide). Run in CC(CC(C)=O)C (4-methyl-2-pentanone). The product is ClC=1C=C(C=CC1Cl)N1CCN(CC1)CCCCC#N (4-(3,4-dichlorophenyl)-1-piperazinepentanenitrile). Isolated yield 72.1%. RXN SMILES: [Cl:1][C:2]1[CH:3]=[C:4]([N:9]2[CH2:14][CH2:13][NH:12][CH2:11][CH2:10]2)[CH:5]=[CH:6][C:7]=1[Cl:8].Cl[CH2:16][CH2:17][CH2:18][CH2:19][C:20]#[N:21].C(=O)([O-])[O-].[Na+].[Na+]>CC(C)CC(=O)C.[I-].[K+]>[Cl:1][C:2]1[CH:3]=[C:4]([N:9]2[CH2:14][CH2:13][N:12]([CH2:16][CH2:17][CH2:18][CH2:19][C:20]#[N:21])[CH2:11][CH2:10]2)[CH:5]=[CH:6][C:7]=1[Cl:8] |f:2.3.4,6.7|. Procedure: A mixture of 1-(3,4-dichlorophenyl)piperazine (0.1 mol), 5-chloropentanenitrile (0.13 mol), sodium carbonate (10 g) and potassium iodide (0.1 g) in 4-methyl-2-pentanone (280 ml) was stirred and refluxed for 10 hours. The reaction mixture was cooled, filtered and the filtrate was evaporated. The residue was purified by column chromatography over silica gel (eluent: CH2Cl2 /CH3OH 95/5). The pure fractions were collected and the solvent was evaporated, yielding 22.5 g (72%) of 4-(3,4-dichlorophenyl...